Dataset: the Open Reaction Database (ORD), a public repository of structured organic reaction records. Task: describe an organic reaction: reactants, conditions, products, and yield Reactants: C(CCC)[Li] (n-butyllithium), C(C)(C)NC(C)C (diisopropylamine), [H][H] (hydrogen), ClC1=CC=C(CBr)C=C1 (4-chlorobenzyl bromide), n-nitrosoperhydroazepine. The reagents and catalysts are [Ni] (nickel). The solvent is CCCCCC (n-hexane), O1CCCC1 (tetrahydrofuran), ClCCl (dichloromethane), CO (methanol), C(C)(=O)O (acetic acid), C(C)OCC (diethyl ether). Reaction conditions: time 5 minute. Product: ClC1=CC=C(CC2NCCCCC2)C=C1 (2-(4-chlorobenzyl)perhydroazepine). As a reaction SMILES: [CH2:1]([Li])[CH2:2]CC.[CH:6]([NH:9][CH:10]([CH3:12])[CH3:11])([CH3:8])C.[Cl:13][C:14]1[CH:21]=[CH:20][C:17](CBr)=[CH:16][CH:15]=1.[H][H]>CCCCCC.O1CCCC1.CO.[Ni].ClCCl.C(O)(=O)C.C(OCC)C>[Cl:13][C:14]1[CH:15]=[CH:16][C:17]([CH2:12][CH:10]2[CH2:11][CH2:2][CH2:1][CH2:8][CH2:6][NH:9]2)=[CH:20][CH:21]=1. Procedure: Add a solution of 10 mmol of n-butyllithium in n-hexane to a solution of 1.01 g of diisopropylamine in 100 ml of tetrahydrofuran at 78° and pass argon through it. Stir the mixture for 5 minutes at room temperature and then cool it down again to -78°. Add a solution of 1.28 g of n-nitrosoperhydroazepine and stir for 1 hour. Then add 4.1 g of 4-chlorobenzyl bromide in a small amount of diethyl ether. After stirring for another 5 hours at -78° add 5 ml of glacial acetic acid. Warm the mixture up to... Run in CN(C=O)C (N,N-dimethylformamide). Product: C(C1=CC=CC=C1)N1C=NC2=CC(=C(C=C2C1=O)OC1CCC2(OCCO2)CC1)OC (3-benzyl-3,4-dihydro-4-oxo-6-(1,4-dioxa-spiro[4.5]decan-8-yl-oxy)-7-methoxy-quinazoline). Starting materials: O (water), C([O-])([O-])=O.[K+].[K+] (potassium carbonate), CS(=O)(=O)OC1CCC2(OCCO2)CC1 (8-methanesulphonyloxy-1,4-dioxa-spiro[4.5]decan), C([O-])([O-])=O.[K+].[K+] (potassium carbonate), CS(=O)(=O)OC1CCC2(OCCO2)CC1 (8-methanesulphonyloxy-1,4-dioxa-spiro[4.5]decan), C(C1=CC=CC=C1)N1C=NC2=CC(=C(C=C2C1=O)O)OC (3-benzyl-3,4-dihydro-4-oxo-6-hydroxy-7-methoxy-quinazoline). Reaction SMILES: C(=O)([O-])[O-].[K+].[K+].CS([O:11][CH:12]1[CH2:21][CH2:20][C:15]2([O:19][CH2:18][CH2:17][O:16]2)[CH2:14][CH2:13]1)(=O)=O.[CH2:22]([N:29]1[C:38](=[O:39])[C:37]2[C:32](=[CH:33][C:34]([O:41][CH3:42])=[C:35](O)[CH:36]=2)[N:31]=[CH:30]1)[C:23]1[CH:28]=[CH:27][CH:26]=[CH:25][CH:24]=1.O>CN(C)C=O>[CH2:22]([N:29]1[C:38](=[O:39])[C:37]2[C:32](=[CH:33][C:34]([O:41][CH3:42])=[C:35]([O:11][CH:12]3[CH2:21][CH2:20][C:15]4([O:19][CH2:18][CH2:17][O:16]4)[CH2:14][CH2:13]3)[CH:36]=2)[N:31]=[CH:30]1)[C:23]1[CH:24]=[CH:25][CH:26]=[CH:27][CH:28]=1 |f:0.1.2|. Reaction conditions: temperature 80 celsius, time 18 hour. Procedure: 16.0 g potassium carbonate and 20.0 g 8-methanesulphonyloxy-1,4-dioxa-spiro[4.5]decan are added at 50° C. to 20.0 g 3-benzyl-3,4-dihydro-4-oxo-6-hydroxy-7-methoxy-quinazoline in 150 ml N,N-dimethylformamide and the mixture is vigorously stirred for 18 hours at 80° C. To complete the reaction potassium carbonate and 8-methanesulphonyloxy-1,4-dioxa-spiro[4.5]decan are each added three times and in each case the mixture is stirred for several hours at 80° C. The reaction mixture is cooled and slowl... The reactants are C, CCCNC(=O)ON=C1CN(c2ccccc2)c2ccc(OC)cc2N(COC)C1=O, CO, [Pd]. As a reaction SMILES: [C:34].[CH3:1][O:2][CH2:3][N:4]1[C:5](=[O:31])[C:6](=[N:23][O:24][C:25]([NH:26][CH2:27][CH2:28][CH3:29])=[O:30])[CH2:7][N:8]([c:17]2[cH:18][cH:19][cH:20][cH:21][cH:22]2)[c:9]2[c:10]1[cH:11][c:12]([O:15][CH3:16])[cH:13][cH:14]2.[CH3:32][OH:33].[Pd:35]>>[CH3:1][O:2][CH2:3][N:4]1[C:5](=[O:31])[CH:6]([NH2:23])[CH2:7][N:8]([c:17]2[cH:18][cH:19][cH:20][cH:21][cH:22]2)[c:9]2[c:10]1[cH:11][c:12]([O:15][CH3:16])[cH:13][cH:14]2. Yields the product COCN1C(=O)C(N)CN(c2ccccc2)c2ccc(OC)cc21. Reactants: C(C)(C)(C)C=1C=C(C=C(C1O)C(C)(C)C)C1=NNC2=NC=CC=C21 (3-(3,5-di-tertiary butyl-4-hydroxyphenyl)-1H-pyrazolo[3,4-b]pyridine), C(CCCCCCC)I (octyl iodide). The product is C(C)(C)(C)C=1C=C(C=C(C1O)C(C)(C)C)C1=NN(C2=NC=CC=C21)CCCCCCCC (3-(3,5-Di-tertiary butyl-4-hydroxyphenyl)-1-octyl-1H-pyrazolo[3,4-b]pyridine). RXN SMILES: [C:1]([C:5]1[CH:6]=[C:7]([C:16]2[C:24]3[C:19](=[N:20][CH:21]=[CH:22][CH:23]=3)[NH:18][N:17]=2)[CH:8]=[C:9]([C:12]([CH3:15])([CH3:14])[CH3:13])[C:10]=1[OH:11])([CH3:4])([CH3:3])[CH3:2].[CH2:25](I)[CH2:26][CH2:27][CH2:28][CH2:29][CH2:30][CH2:31][CH3:32]>>[C:1]([C:5]1[CH:6]=[C:7]([C:16]2[C:24]3[C:19](=[N:20][CH:21]=[CH:22][CH:23]=3)[N:18]([CH2:25][CH2:26][CH2:27][CH2:28][CH2:29][CH2:30][CH2:31][CH3:32])[N:17]=2)[CH:8]=[C:9]([C:12]([CH3:15])([CH3:14])[CH3:13])[C:10]=1[OH:11])([CH3:2])([CH3:3])[CH3:4]. Procedure details: 3-(3,5-Di-tertiary butyl-4-hydroxyphenyl)-1-octyl-1H-pyrazolo[3,4-b]pyridine is prepared by reacting the compound of Example 1 with octyl iodide as yellowish brown oil in a similar manner as Example 9. Starting materials: CN1CN(CN(C1)C)C (1,3,5-trimethylhexahydro-s-triazine), C(C)(C)(CC(C)(C)C)SCN (tert.-octylthiomethylamine), Cl (hydrogen chloride). Run in C(C)#N (acetonitrile). The product is Cl.CNCSC(C)(C)CC(C)(C)C (N-methyl-N-tert.-octylthiomethylamine hydrochloride). RXN SMILES: [CH3:1][N:2]1[CH2:7]N(C)CN(C)C1.[C:10]([S:18]CN)([CH2:13][C:14]([CH3:17])([CH3:16])[CH3:15])([CH3:12])[CH3:11].[ClH:21]>C(#N)C>[ClH:21].[CH3:1][NH:2][CH2:7][S:18][C:10]([CH2:13][C:14]([CH3:17])([CH3:16])[CH3:15])([CH3:12])[CH3:11] |f:4.5|. Reported procedure: 300 ml. of acetonitrile, 12.9 g. (0.1 mole) of 1,3,5-trimethylhexahydro-s-triazine; 43.8 g. (0.3 mole) of tert.-octylthiomethylamine and 12 g. of hydrogen chloride gas are reacted together in the manner of Example I. A yield of 43.7 g. (64.6% of theory) of the title compound is obtained. The reactants are O (water), NC1=C(C(=O)NC2C(NC(CC2)=O)=O)C=CC=C1C (2-amino-N-(2,6-dioxo-piperidin-3-yl)-3-methyl-benzamide), C(OC)(OC)OC (trimethyl orthoformate), C1(=CC=C(C=C1)S(=O)(=O)O)C (p-toluene sulfonic acid), O (water). Solvent: C(C)#N (acetonitrile), CN1CCCC1=O (NMP). Run at time 20 minute. Product: CC=1C=CC=C2C(N(C=NC12)C1C(NC(CC1)=O)=O)=O (3-(8-methyl-4-oxo-4H-quinazolin-3-yl)-piperidine-2,6-dione). The yield is 72.0%. Reaction SMILES: [NH2:1][C:2]1[C:18]([CH3:19])=[CH:17][CH:16]=[CH:15][C:3]=1[C:4]([NH:6][CH:7]1[CH2:12][CH2:11][C:10](=[O:13])[NH:9][C:8]1=[O:14])=[O:5].[CH:20](OC)(OC)OC.C1(C)C=CC(S(O)(=O)=O)=CC=1.O>C(#N)C.CN1C(=O)CCC1>[CH3:19][C:18]1[CH:17]=[CH:16][CH:15]=[C:3]2[C:2]=1[N:1]=[CH:20][N:6]([CH:7]1[CH2:12][CH2:11][C:10](=[O:13])[NH:9][C:8]1=[O:14])[C:4]2=[O:5]. Procedure details: A stirred solution of 2-amino-N-(2,6-dioxo-piperidin-3-yl)-3-methyl-benzamide (0.9 g, 3.4 mmol) and trimethyl orthoformate (4.5 mL) and p-toluene sulfonic acid (250 mg) in acetonitrile (20 mL) was heated to reflux for 17 hours. To the mixture, was added water (75 mL) and stirred for 20 minutes. The suspension was filtered and washed with methanol (20 mL), water (20 mL) and ethyl acetate (20 mL) to give a purple solid. The solid in NMP (4 mL) was heated at 80° C. for 30 minutes. To the solution, ...